From a dataset of the Open Reaction Database (ORD), a public repository of structured organic reaction records. describe an organic reaction: reactants, conditions, products, and yield The reactants are CCO, CCCCCCCCNC, O=C(c1ccccc1)c1ccc(Cl)c([N+](=O)[O-])c1, O. The product is CCCCCCCCN(C)c1ccc(C(=O)c2ccccc2)cc1[N+](=O)[O-]. As a reaction SMILES: [CH3:19][CH2:20][OH:21].[CH3:22][NH:23][CH2:24][CH2:25][CH2:26][CH2:27][CH2:28][CH2:29][CH2:30][CH3:31].[N+:1](=[O:2])([O-:3])[c:4]1[cH:5][c:6]([C:7](=[O:8])[c:9]2[cH:10][cH:11][cH:12][cH:13][cH:14]2)[cH:15][cH:16][c:17]1[Cl:18].[OH2:32]>>[N+:1](=[O:2])([O-:3])[c:4]1[cH:5][c:6]([C:7](=[O:8])[c:9]2[cH:10][cH:11][cH:12][cH:13][cH:14]2)[cH:15][cH:16][c:17]1[N:23]([CH3:22])[CH2:24][CH2:25][CH2:26][CH2:27][CH2:28][CH2:29][CH2:30][CH3:31]. Starting materials: C(C1=CC=CC=C1)OC=1C=CC(=C(C=O)C1)[N+](=O)[O-] (5-benzyloxy-2-nitrobenzaldehyde), C(=CC)[Mg]Br (1-propenylmagnesium bromide). The solvent is C1CCOC1 (THF), C1CCOC1 (THF). Product: C(C1=CC=CC=C1)OC=1C=CC(=C(C1)C(C=CC)O)[N+](=O)[O-] (1-[5-(benzyloxy)-2-nitrophenyl]-2-buten-1-ol). Yield: 56.0%. As a reaction SMILES: [CH2:1]([O:8][C:9]1[CH:10]=[CH:11][C:12]([N+:17]([O-:19])=[O:18])=[C:13]([CH:16]=1)[CH:14]=[O:15])[C:2]1[CH:7]=[CH:6][CH:5]=[CH:4][CH:3]=1.[CH:20]([Mg]Br)=[CH:21][CH3:22]>C1COCC1>[CH2:1]([O:8][C:9]1[CH:10]=[CH:11][C:12]([N+:17]([O-:19])=[O:18])=[C:13]([CH:14]([OH:15])[CH:20]=[CH:21][CH3:22])[CH:16]=1)[C:2]1[CH:3]=[CH:4][CH:5]=[CH:6][CH:7]=1. Reported procedure: Analogously to the procedure of example II, starting from 3.00 g (11.66 mmol) of 5-benzyloxy-2-nitrobenzaldehyde in 60 ml of THF and 37.8 ml (18.66 mmol) of a 0.5 M 1-propenylmagnesium bromide solution in THF at −78° C., 1.95 g (56%) of 1-[5-(benzyloxy)-2-nitrophenyl]-2-buten-1-ol are obtained as an E/Z mixture. Reactants: C(C)(C)(C)OC(=O)N[C@H](C)C1=NC2=CC(=CC=C2C=C1)/C=C/[C@@](C(=O)O)(C)COC ((E)-(S)-4-[2-((R)-1-tert-butoxycarbonylamino-ethyl)-quinolin-7-yl]-2-methoxymethyl-2-methyl-but-3-enoic acid), ClC(COC(=O)[C@H]1NN(CCC1)C([C@H](C)NC([C@H](C(C)C)O)=O)=O)(Cl)Cl ((S)-1-[(S)-2-((S)-2-hydroxy-3-methyl-butyrylamino)-propionyl]-hexahydro-pyridazine-3-carboxylic acid 2,2,2-trichloro-ethyl ester), C(C)(C)N(C(C)C)CC (N,N-diisopropylethylamine), CC1=C(C(=O)OC(C2=C(C=CC=C2[N+](=O)[O-])C)=O)C(=CC=C1)[N+](=O)[O-] (2-methyl-6-nitrobenzoic anhydride), C(O)([O-])=O.[Na+] (sodium hydrogen carbonate). The reagents and catalysts are CN(C1=CC=NC=C1)C (4-dimethylaminopyridine). Run in ClCCl (dichloromethane). Conditions: time 18 hour. The product is ClC(COC(=O)[C@H]1NN(CCC1)C([C@H](C)NC([C@H](C(C)C)OC([C@](\C=C\C1=CC=C2C=CC(=NC2=C1)[C@@H](C)NC(=O)OC(C)(C)C)(C)COC)=O)=O)=O)(Cl)Cl ((S)-1-[(S)-2-((S)-2-{(E)-(S)-4-[2-((R)-1-tert-Butoxycarbonylamino-ethyl)-quinolin-7-yl]-2-methoxymethyl-2-methyl-but-3-enoyloxy}-3-methyl-butyrylamino)-propionyl]-hexahydro-pyridazine-3-carboxylic acid 2,2,2-trichloro-ethyl ester). Yield: 78.0%. Reaction SMILES: [C:1]([O:5][C:6]([NH:8][C@@H:9]([C:11]1[CH:20]=[CH:19][C:18]2[C:13](=[CH:14][C:15](/[CH:21]=[CH:22]/[C@:23]([CH2:28][O:29][CH3:30])([CH3:27])[C:24]([OH:26])=[O:25])=[CH:16][CH:17]=2)[N:12]=1)[CH3:10])=[O:7])([CH3:4])([CH3:3])[CH3:2].[Cl:31][C:32]([Cl:56])([Cl:55])[CH2:33][O:34][C:35]([C@@H:37]1[CH2:42][CH2:41][CH2:40][N:39]([C:43](=[O:54])[C@@H:44]([NH:46][C:47](=[O:53])[C@@H:48](O)[CH:49]([CH3:51])[CH3:50])[CH3:45])[NH:38]1)=[O:36].C(N(CC)C(C)C)(C)C.CC1C=CC=C([N+]([O-])=O)C=1C(OC(=O)C1C([N+]([O-])=O)=CC=CC=1C)=O.C(=O)([O-])O.[Na+]>ClCCl.CN(C)C1C=CN=CC=1>[Cl:55][C:32]([Cl:31])([Cl:56])[CH2:33][O:34][C:35]([C@@H:37]1[CH2:42][CH2:41][CH2:40][N:39]([C:43](=[O:54])[C@@H:44]([NH:46][C:47](=[O:53])[C@@H:48]([O:25][C:24](=[O:26])[C@@:23]([CH2:28][O:29][CH3:30])([CH3:27])/[CH:22]=[CH:21]/[C:15]2[CH:14]=[C:13]3[C:18]([CH:19]=[CH:20][C:11]([C@H:9]([NH:8][C:6]([O:5][C:1]([CH3:3])([CH3:4])[CH3:2])=[O:7])[CH3:10])=[N:12]3)=[CH:17][CH:16]=2)[CH:49]([CH3:50])[CH3:51])[CH3:45])[NH:38]1)=[O:36] |f:4.5|. Reported procedure: To a solution of (E)-(S)-4-[2-((R)-1-tert-butoxycarbonylamino-ethyl)-quinolin-7-yl]-2-methoxymethyl-2-methyl-but-3-enoic acid (176 mg, 0.34 mmol) in dichloromethane (2 mL), was added (S)-1-[(S)-2-((S)-2-hydroxy-3-methyl-butyrylamino)-propionyl]-hexahydro-pyridazine-3-carboxylic acid 2,2,2-trichloro-ethyl ester (205 mg, 0.47 mmol), 4-dimethylaminopyridine (116 mg, 0.95 mmol), N,N-diisopropylethylamine (123 mg, 0.95 mmol) and 2-methyl-6-nitrobenzoic anhydride (164 mg, 0.47 mmol). The reaction mixt... Starting materials: FC1=C(C(=CC=C1)F)C=1OCC(N1)C1=CC=C(C=C1)Br (2-(2,6-Difluorophenyl)-4-(4-bromophenyl)oxazoline), CC1(COB(OC1)C=1C=CC(=NC1)OCC(C)C)C (5,5-dimethyl-2-(2-isobutyloxypyridin-5-yl)-1,3,2-dioxaborinane), C([O-])([O-])=O.[Na+].[Na+] (sodium carbonate). Reagents/catalysts: C=1C=CC(=CC1)[P](C=2C=CC=CC2)(C=3C=CC=CC3)[Pd]([P](C=4C=CC=CC4)(C=5C=CC=CC5)C=6C=CC=CC6)([P](C=7C=CC=CC7)(C=8C=CC=CC8)C=9C=CC=CC9)[P](C=1C=CC=CC1)(C=1C=CC=CC1)C=1C=CC=CC1 (Pd(PPh3)4). The solvent is C(C)O.O (ethanol water). Product: FC1=C(C(=CC=C1)F)C=1OCC(N1)C1=CC=C(C=C1)C=1C=CC(=NC1)OCC(C)C (2-(2,6-difluorophenyl)-4-[4-(2-isobutyloxypyridin-5-yl)phenyl]oxazoline). Reaction SMILES: [F:1][C:2]1[CH:7]=[CH:6][CH:5]=[C:4]([F:8])[C:3]=1[C:9]1[O:10][CH2:11][CH:12]([C:14]2[CH:19]=[CH:18][C:17](Br)=[CH:16][CH:15]=2)[N:13]=1.CC1(C)COB([C:28]2[CH:29]=[CH:30][C:31]([O:34][CH2:35][CH:36]([CH3:38])[CH3:37])=[N:32][CH:33]=2)OC1.C(=O)([O-])[O-].[Na+].[Na+]>C1C=CC([P]([Pd]([P](C2C=CC=CC=2)(C2C=CC=CC=2)C2C=CC=CC=2)([P](C2C=CC=CC=2)(C2C=CC=CC=2)C2C=CC=CC=2)[P](C2C=CC=CC=2)(C2C=CC=CC=2)C2C=CC=CC=2)(C2C=CC=CC=2)C2C=CC=CC=2)=CC=1.C(O)C.O>[F:1][C:2]1[CH:7]=[CH:6][CH:5]=[C:4]([F:8])[C:3]=1[C:9]1[O:10][CH2:11][CH:12]([C:14]2[CH:19]=[CH:18][C:17]([C:28]3[CH:29]=[CH:30][C:31]([O:34][CH2:35][CH:36]([CH3:38])[CH3:37])=[N:32][CH:33]=3)=[CH:16][CH:15]=2)[N:13]=1 |f:2.3.4,6.7,^1:49,51,70,89|. Procedure details: 2-(2,6-Difluorophenyl)-4-(4-bromophenyl)oxazoline (1.00 g, 2.96 mmol) was mixed with 5,5-dimethyl-2-(2-isobutyloxypyridin-5-yl)-1,3,2-dioxaborinane (1.4 g, purity 80%, 4.3 mmol), Pd(PPh3)4 (0.17 g, 0.15 mmol) and sodium carbonate (0.62 g, 5.9 mmol) in tolune/ethanol/water 8:2:1 (15 ml) and refluxed for 8 hours under nitrogen. After extraction and chromatography, 2-(2,6-difluorophenyl)-4-[4-(2-isobutyloxypyridin-5-yl)phenyl]oxazoline was obtained, 1.14 g, colorless oil. Reactants: C(C)OC(=O)C=1C=NC2=C(C=CC=C2C1Cl)[N+](=O)[O-] (8-nitro-4-chloro-quinoline-3-carboxylic acid ethyl ester), CC1=CC=C(CN)C=C1 (4-methyl-benzylamine). Yields the product C(C)OC(=O)C=1C=NC2=C(C=CC=C2C1NCC1=CC=C(C=C1)C)N (8-Amino-4-(4-methyl-benzylamino)-quinoline-3-carboxylic acid ethyl ester). Yield: 83.0%. RXN SMILES: [CH2:1]([O:3][C:4]([C:6]1[CH:7]=[N:8][C:9]2[C:14]([C:15]=1Cl)=[CH:13][CH:12]=[CH:11][C:10]=2[N+:17]([O-])=O)=[O:5])[CH3:2].[CH3:20][C:21]1[CH:28]=[CH:27][C:24]([CH2:25][NH2:26])=[CH:23][CH:22]=1>>[CH2:1]([O:3][C:4]([C:6]1[CH:7]=[N:8][C:9]2[C:14]([C:15]=1[NH:26][CH2:25][C:24]1[CH:27]=[CH:28][C:21]([CH3:20])=[CH:22][CH:23]=1)=[CH:13][CH:12]=[CH:11][C:10]=2[NH2:17])=[O:5])[CH3:2]. Procedure: The compound prepared in Example 3 was reacted reacted with 4-methyl-benzylamine according to the method as described in Example 4 and the obtained compound was treated as described in Example 14 to prepare the title compound (yield 83%). The reactants are compound, ClC1=NC=NC2=CC=C(C=C12)O (4-chloro-6-hydroxy-quinazoline), FC1=NC(=CC=C1)F (2,6-difluoropyridine), NC1=NN(C=C1)C (3-amino-1-methyl-1H-pyrazole). Product: FC1=CC=CC(=N1)OC=1C=C2C(=NC=NC2=CC1)NC1=NN(C=C1)C (6-[(6-Fluoropyridin-2-yl)oxy]-N-(1-methyl-1H-pyrazol-3-yl)quinazolin-4-yl-amine). As a reaction SMILES: F[C:2]1[CH:7]=[CH:6][CH:5]=[C:4]([F:8])[N:3]=1.[NH2:9][C:10]1[CH:14]=[CH:13][N:12]([CH3:15])[N:11]=1.Cl[C:17]1[C:26]2[C:21](=[CH:22][CH:23]=[C:24]([OH:27])[CH:25]=2)[N:20]=[CH:19][N:18]=1>>[F:8][C:4]1[N:3]=[C:2]([O:27][C:24]2[CH:25]=[C:26]3[C:21](=[CH:22][CH:23]=2)[N:20]=[CH:19][N:18]=[C:17]3[NH:9][C:10]2[CH:14]=[CH:13][N:12]([CH3:15])[N:11]=2)[CH:7]=[CH:6][CH:5]=1. Reported procedure: The compound of Example 128 was manufactured by the same method as in Example 95, by a similar method thereto or by a combination of such a method with a conventional method using 2,6-difluoropyridine, 3-amino-1-methyl-1H-pyrazole and 4-chloro-6-hydroxy-quinazoline. Reactants: CO, [H][H], FC(F)C(F)(F)Oc1ccccc1OCc1ccccc1. The product is Oc1ccccc1OC(F)(F)C(F)F. RXN SMILES: [CH3:24][OH:25].[H:22][H:23].[c:1]1([CH2:2][O:8][c:9]2[c:10]([O:15][C:16]([CH:17]([F:18])[F:19])([F:20])[F:21])[cH:11][cH:12][cH:13][cH:14]2)[cH:3][cH:4][cH:5][cH:6][cH:7]1>>[OH:8][c:9]1[c:10]([O:15][C:16]([CH:17]([F:18])[F:19])([F:20])[F:21])[cH:11][cH:12][cH:13][cH:14]1. Starting materials: C(C)(C)(C)OC(=O)N[C@@H]1C(N([C@@H]1C)OC)=O ((3S-cis)-3-t-Butoxycarbonylamino-1-methoxy-4-methylazetidinone), [Na] (Sodium). The solvent is O1CCCC1 (tetrahydrofuran), liquid, N (ammonia), O1CCCC1 (tetrahydrofuran). Product: C(C)(C)(C)OC(=O)N[C@@H]1C(N[C@@H]1C)=O ((3S-cis)-3-t-Butoxycarbonylamino-4-methylazetidinone). Isolated yield 94.4%. As a reaction SMILES: [Na].[C:2]([O:6][C:7]([NH:9][C@H:10]1[C@@H:13]([CH3:14])[N:12](OC)[C:11]1=[O:17])=[O:8])([CH3:5])([CH3:4])[CH3:3]>N.O1CCCC1>[C:2]([O:6][C:7]([NH:9][C@H:10]1[C@@H:13]([CH3:14])[NH:12][C:11]1=[O:17])=[O:8])([CH3:5])([CH3:3])[CH3:4] |^1:0|. Procedure details: Sodium (1.35 g) is dissolved in about 300 ml of liquid ammonia at -50° C. and 5.87 g of (3S-cis)-3-t-Butoxycarbonylamino-1-methoxy-4-methylazetidinone in 35 ml tetrahydrofuran is added dropwise via syringe. An additional 10 ml of tetrahydrofuran is used for rinsing. Near the end of the addition about 100 mg of additional sodium is added. The mixture is stirred for five more minutes, then quenched by adding 3.35 g of solid ammonium chloride in one portion. Ammonia is blown off with a nitrogen str...